Dataset: the Open Reaction Database (ORD), a public repository of structured organic reaction records. Task: describe an organic reaction: reactants, conditions, products, and yield Reactants: C(C(C)C)=O (isobutyraldehyde), FC1=CC=C(C=C1)C(CCCNC(CNC)=O)C1=CC=C(C=C1)F (N-[4,4-Bis-(4-fluoro-phenyl)-butyl]-2-methylamino-acetamide), [BH-](OC(=O)C)(OC(=O)C)OC(=O)C.[Na+] (NaBH(OAc)3). The solvent is CCOC(=O)C (EtOAc), C(Cl)Cl (CH2Cl2). Run at temperature 0 celsius, time 30 minute. The product is FC1=CC=C(C=C1)C(CCCNC(CN(C)CC(C)C)=O)C1=CC=C(C=C1)F (N-[4,4-Bis-(4-fluoro-phenyl)-butyl]-2-(isobutyl-methyl-amino)-acetamide). Yield: 92.0%. RXN SMILES: [F:1][C:2]1[CH:7]=[CH:6][C:5]([CH:8]([C:18]2[CH:23]=[CH:22][C:21]([F:24])=[CH:20][CH:19]=2)[CH2:9][CH2:10][CH2:11][NH:12][C:13](=[O:17])[CH2:14][NH:15][CH3:16])=[CH:4][CH:3]=1.[CH:25](=O)[CH:26]([CH3:28])[CH3:27].[BH-](OC(C)=O)(OC(C)=O)OC(C)=O.[Na+]>C(Cl)Cl.CCOC(C)=O>[F:1][C:2]1[CH:3]=[CH:4][C:5]([CH:8]([C:18]2[CH:19]=[CH:20][C:21]([F:24])=[CH:22][CH:23]=2)[CH2:9][CH2:10][CH2:11][NH:12][C:13](=[O:17])[CH2:14][N:15]([CH2:25][CH:26]([CH3:28])[CH3:27])[CH3:16])=[CH:6][CH:7]=1 |f:2.3|. Reported procedure: N-[4,4-Bis-(4-fluoro-phenyl)-butyl]-2-methylamino-acetamide (157 mg, 0.47 mmol) was dissolved in CH2Cl2 (5 mL), treated with isobutyraldehyde (43 mL, 0.47 mmol), stirred for 30 minutes, then cooled to 0° C., treated with NaBH(OAc)3 (150 mg, 0.71 mmol), and stirred overnight at room temperature. The reaction was diluted with EtOAc (100 mL), washed with saturated bicarbonate solution and brine, dried over Na2SO4, and concentrated. The crude material was chromatographed on silica gel eluting with 4... The reactants are ClC(=O)OCC(C)C (Isobutyl chloroformate), ice, C(C)N(CC#CC(=O)O)CC (4-diethylamino-2-butynoic acid), CN1CCOCC1 (N-methyl-morpholine), NC=1C=C2C(=C(C=NC2=CC1)C#N)NC1=CC(=C(C=C1)F)Cl (6-amino-4-[(3-chloro-4-fluorophenyl)amino]-3-quinolinecarbonitrile). Run in O1CCCC1 (tetrahydrofuran), N1=CC=CC=C1 (pyridine). Conditions: time 30 minute. The product is ClC=1C=C(C=CC1F)NC1=C(C=NC2=CC=C(C=C12)NC(C#CCN(CC)CC)=O)C#N (N-[4-[(3-Chloro-4-fluorophenyl)amino]-3-cyano-6-quinolinyl]-4-diethylamino-2-butynamide). As a reaction SMILES: ClC(OCC(C)C)=O.[CH2:9]([N:11]([CH2:18][CH3:19])[CH2:12][C:13]#[C:14][C:15]([OH:17])=O)[CH3:10].CN1CCOCC1.[NH2:27][C:28]1[CH:29]=[C:30]2[C:35](=[CH:36][CH:37]=1)[N:34]=[CH:33][C:32]([C:38]#[N:39])=[C:31]2[NH:40][C:41]1[CH:46]=[CH:45][C:44]([F:47])=[C:43]([Cl:48])[CH:42]=1>O1CCCC1.N1C=CC=CC=1>[Cl:48][C:43]1[CH:42]=[C:41]([NH:40][C:31]2[C:30]3[C:35](=[CH:36][CH:37]=[C:28]([NH:27][C:15](=[O:17])[C:14]#[C:13][CH2:12][N:11]([CH2:9][CH3:10])[CH2:18][CH3:19])[CH:29]=3)[N:34]=[CH:33][C:32]=2[C:38]#[N:39])[CH:46]=[CH:45][C:44]=1[F:47]. Reported procedure: Isobutyl chloroformate (0.061 g, 0.448 mmol) was dropwise added into an ice cold solution of 4-diethylamino-2-butynoic acid (0.104 g, 0.672 mmol) and N-methyl-morpholine (0.068 g, 0.672 mmol) in 10 mL of tetrahydrofuran under N2. After stirring for 30 min, a solution of 0.1 g (0.32 mmol) of 6-amino-4-[(3-chloro-4-fluorophenyl)amino]-3-quinolinecarbonitrile in 1.5 mL of pyridine was added dropwise and the mixture was stirred at 0° C. for 1.5 hr. The reaction was quenched with ice water, poured in...